Dataset: the Open Reaction Database (ORD), a public repository of structured organic reaction records. Task: describe an organic reaction: reactants, conditions, products, and yield Reactants: ClC1=C(C(=O)NCC23CC4CC(CC(C2)C4)C3)C=C(C=C1)C=O (2-chloro-5-formyl-N-(tricyclo [3.3.1.13,7]dec-1-ylmethyl)-benzamide), NC1CCC(CC1)CNC(OC(C)(C)C)=O ([(4-aminocyclohexyl)methyl]-carbamic acid, 1,1-dimethylethyl ester), C(C)(=O)O[BH-](OC(C)=O)OC(C)=O.[Na+] (sodium triacetoxyborohydride). Run in ClCCCl (1,2-dichloroethane). Product: ClC1=C(C=C(C=C1)CNC1CCC(CC1)CNC(OC(C)(C)C)=O)C(=O)NCC12CC3CC(CC(C1)C3)C2 ([[4-[[[4-Chloro-3-[[(tricyclo[3.3.1.13,7]dec-1-ylmethyl)amino]carbonyl]phenyl]methyl]amino]cyclohexyl]methyl]-carbamic acid, 1,1-dimethylethyl ester). The yield is 52.8%. As a reaction SMILES: [Cl:1][C:2]1[CH:21]=[CH:20][C:19]([CH:22]=O)=[CH:18][C:3]=1[C:4]([NH:6][CH2:7][C:8]12[CH2:17][CH:12]3[CH2:13][CH:14]([CH2:16][CH:10]([CH2:11]3)[CH2:9]1)[CH2:15]2)=[O:5].[NH2:24][CH:25]1[CH2:30][CH2:29][CH:28]([CH2:31][NH:32][C:33](=[O:39])[O:34][C:35]([CH3:38])([CH3:37])[CH3:36])[CH2:27][CH2:26]1.C(O[BH-](OC(=O)C)OC(=O)C)(=O)C.[Na+]>ClCCCl>[Cl:1][C:2]1[CH:21]=[CH:20][C:19]([CH2:22][NH:24][CH:25]2[CH2:30][CH2:29][CH:28]([CH2:31][NH:32][C:33](=[O:39])[O:34][C:35]([CH3:36])([CH3:38])[CH3:37])[CH2:27][CH2:26]2)=[CH:18][C:3]=1[C:4]([NH:6][CH2:7][C:8]12[CH2:17][CH:12]3[CH2:13][CH:14]([CH2:16][CH:10]([CH2:11]3)[CH2:9]1)[CH2:15]2)=[O:5] |f:2.3|. Procedure: Prepared according to the method described in Example 31b from 2-chloro-5-formyl-N-(tricyclo [3.3.1.13,7]dec-1-ylmethyl)-benzamide (0.30 g, Example 31a), [(4-aminocyclohexyl)methyl]-carbamic acid, 1,1-dimethylethyl ester (0.207 g, WO 97/32882), sodium triacetoxyborohydride (0.135 g) and 1,2-dichloroethane (10 ml). The residue was purified by chromatography over silica gel eluting with ethyl acetate: iso-hexane (1:1) then ethyl acetate: ethanol (9:1) to give the subtitle compound as a colourless ... The reactants are O=C(OO)c1cccc(Cl)c1, ClCCl, CSc1ccc(F)cc1C(=O)Cn1cccc1, [Na+], [Na+], O=C([O-])[O-], O. The product is CS(=O)c1ccc(F)cc1C(=O)Cn1cccc1. Reaction SMILES: [Cl:18][c:19]1[cH:20][cH:21][cH:22][c:23]([C:24]([O:25][OH:27])=[O:26])[cH:28]1.[Cl:35][CH2:36][Cl:37].[F:1][c:2]1[cH:3][cH:4][c:5]([S:16][CH3:17])[c:6]([C:8]([CH2:9][n:10]2[cH:11][cH:12][cH:13][cH:14]2)=[O:15])[cH:7]1.[Na+:29].[Na+:30].[O-:31][C:32](=[O:33])[O-:34].[OH2:38]>>[F:1][c:2]1[cH:3][cH:4][c:5]([S:16]([CH3:17])=[O:26])[c:6]([C:8]([CH2:9][n:10]2[cH:11][cH:12][cH:13][cH:14]2)=[O:15])[cH:7]1. Reactants: CC1(c2cc([N+](=O)[O-])ccc2Cl)N=C(N)OCC1(F)F, C1CCOC1. The product is CC1(c2cc(N)ccc2Cl)N=C(N)OCC1(F)F. RXN SMILES: [Cl:1][c:2]1[c:3]([C:11]2([CH3:20])[N:12]=[C:13]([NH2:19])[O:14][CH2:15][C:16]2([F:17])[F:18])[cH:4][c:5]([N+:8]([O-:9])=[O:10])[cH:6][cH:7]1.[O:21]1[CH2:22][CH2:23][CH2:24][CH2:25]1>>[Cl:1][c:2]1[c:3]([C:11]2([CH3:20])[N:12]=[C:13]([NH2:19])[O:14][CH2:15][C:16]2([F:17])[F:18])[cH:4][c:5]([NH2:8])[cH:6][cH:7]1. Starting materials: O=Cc1ccc(F)cc1Br, O=C([O-])[O-], OCCOCc1ccccc1, CS(C)=O, [Na+], [Na+], O. The product is O=Cc1ccc(OCCOCc2ccccc2)cc1Br. Reaction SMILES: [Br:1][c:2]1[c:3]([CH:4]=[O:5])[cH:6][cH:7][c:8]([F:10])[cH:9]1.[C:11](=[O:12])([O-:13])[O-:14].[CH2:17]([c:18]1[cH:19][cH:20][cH:21][cH:22][cH:23]1)[O:24][CH2:25][CH2:26][OH:27].[CH3:28][S:29]([CH3:30])=[O:31].[Na+:15].[Na+:16].[OH2:32]>>[Br:1][c:2]1[c:3]([CH:4]=[O:5])[cH:6][cH:7][c:8]([O:27][CH2:26][CH2:25][O:24][CH2:17][c:18]2[cH:19][cH:20][cH:21][cH:22][cH:23]2)[cH:9]1. Starting materials: [Br-], CC(=O)c1ccc(S(=O)(=O)Nc2cc(Br)cnc2Cl)cc1, C1CCOC1, C[Mg+], N#N. Product: CC(C)(O)c1ccc(S(=O)(=O)Nc2cc(Br)cnc2Cl)cc1. Reaction SMILES: [Br-:22].[C:1]([CH3:2])(=[O:3])[c:4]1[cH:5][cH:6][c:7]([S:10](=[O:11])(=[O:12])[NH:13][c:14]2[c:15]([Cl:21])[n:16][cH:17][c:18]([Br:20])[cH:19]2)[cH:8][cH:9]1.[CH2:27]1[O:28][CH2:29][CH2:30][CH2:31]1.[CH3:23][Mg+:24].[N:25]#[N:26]>>[C:1]([CH3:2])([OH:3])([c:4]1[cH:5][cH:6][c:7]([S:10](=[O:11])(=[O:12])[NH:13][c:14]2[c:15]([Cl:21])[n:16][cH:17][c:18]([Br:20])[cH:19]2)[cH:8][cH:9]1)[CH3:23]. Reactants: CCCCCCCCOc1ccc(CO)cc1, CCOC(=O)N=NC(=O)OCC, C1CCOC1, O=C1c2ccccc2C(=O)N1O, c1ccc(P(c2ccccc2)c2ccccc2)cc1. RXN SMILES: [CH2:13]([CH2:14][CH2:15][CH2:16][CH2:17][CH2:18][CH2:19][CH3:20])[O:21][c:22]1[cH:23][cH:24][c:25]([CH2:26][OH:27])[cH:28][cH:29]1.[O:1]=[C:2]([O:3][CH2:4][CH3:5])[N:6]=[N:7][C:8]([O:9][CH2:10][CH3:11])=[O:12].[O:61]1[CH2:62][CH2:63][CH2:64][CH2:65]1.[OH:30][N:31]1[C:32](=[O:41])[c:33]2[c:34]([cH:37][cH:38][cH:39][cH:40]2)[C:35]1=[O:36].[c:42]1([P:43]([c:44]2[cH:45][cH:46][cH:47][cH:48][cH:49]2)[c:50]2[cH:51][cH:52][cH:53][cH:54][cH:55]2)[cH:56][cH:57][cH:58][cH:59][cH:60]1>>[CH2:13]([CH2:14][CH2:15][CH2:16][CH2:17][CH2:18][CH2:19][CH3:20])[O:21][c:22]1[cH:23][cH:24][c:25]([CH2:26][O:27][N:31]2[C:32](=[O:41])[c:33]3[c:34]([cH:37][cH:38][cH:39][cH:40]3)[C:35]2=[O:36])[cH:28][cH:29]1. Yields the product CCCCCCCCOc1ccc(CON2C(=O)c3ccccc3C2=O)cc1.